This data is from the Open Reaction Database (ORD), a public repository of structured organic reaction records. The task is: describe an organic reaction: reactants, conditions, products, and yield Starting materials: FC1=C(C(=O)C=2N(C=CC2)CNC(OCC)=O)C=CC=C1 ([2-(2-fluorobenzoyl)-1H-pyrrol-1-yl]methylcarbamic acid, ethyl ester), FC1=C(C(=O)C=2N(C=CC2)NC(OCC)=O)C=CC=C1 ([2-(2-fluorobenzoyl)-1H-pyrrol-1-yl]carbamic acid, ethyl ester), CI (methyl iodide), [OH-].[Na+] (sodium hydroxide). The solvent is C(C)O (ethanol). The product is CN1N2C(C(C=3C=CC=CC13)=O)=CC=C2 (5-Methylpyrrolo[1,2-b]cinnolin-10(5H)-one). As a reaction SMILES: FC1C=CC=CC=1C(C1N(CNC(=O)OCC)C=CC=1)=O.F[C:23]1[CH:41]=[CH:40][CH:39]=[CH:38][C:24]=1[C:25]([C:27]1[N:28]([NH:32][C:33](=O)OCC)[CH:29]=[CH:30][CH:31]=1)=[O:26].CI.[OH-].[Na+]>C(O)C>[CH3:33][N:32]1[C:23]2[CH:41]=[CH:40][CH:39]=[CH:38][C:24]=2[C:25](=[O:26])[C:27]2=[CH:31][CH:30]=[CH:29][N:28]12 |f:3.4|. Procedure details: A solution containing [2-(2-fluorobenzoyl)-1H-pyrrol-1-yl]methylcarbamic acid, ethyl ester (23.5 g, prepared from [2-(2-fluorobenzoyl)-1H-pyrrol-1-yl]carbamic acid, ethyl ester and methyl iodide in substantially the same manner as in Example 4) and sodium hydroxide (12.0 g) in 140 mL of 50% aqueous ethanol was refluxed under N2 for 16 h. Evaporation of the volatiles left a bright yellow solid which was diluted with 300 ml of H2O and extracted with two 200 mL portions of dichloromethane. The orga... Starting materials: FC(C(=O)O)(F)F.ClC=1C=C2C=3C=CN=CC3NC2=C(C1)NC(=O)[C@H]1N(CC(OC1)(C)C)C[C@H](C)N ((S)-4-((S)-2-Amino-propyl)-6,6-dimethyl-morpholine-3-carboxylic acid (6-chloro-9H-beta-carbolin-8-yl)-amide trifluoroacetate salt), CC1=CC=NC=C1C(=O)O (4-methyl-nicotinic acid), C(C)(=O)[O-].[NH4+] (ammonium acetate). Product: ClC=1C=C2C=3C=CN=CC3NC2=C(C1)NC(=O)[C@H]1N(CC(OC1)(C)C)C[C@H](C)NC(=O)C=1C=NC=CC1C ((S)-6,6-Dimethyl-4-{(S)-2-[(4-methyl-pyridine-3-carbonyl)-amino]-propyl}-morpholine-3-carboxylic acid (6-chloro-9H-beta-carbolin-8-yl)-amide). Yield: 79.0%. Reaction SMILES: FC(F)(F)C(O)=O.[Cl:8][C:9]1[CH:10]=[C:11]2[C:19](=[C:20]([NH:22][C:23]([C@@H:25]3[CH2:30][O:29][C:28]([CH3:32])([CH3:31])[CH2:27][N:26]3[CH2:33][C@@H:34]([NH2:36])[CH3:35])=[O:24])[CH:21]=1)[NH:18][C:17]1[CH:16]=[N:15][CH:14]=[CH:13][C:12]2=1.[CH3:37][C:38]1[C:43]([C:44](O)=[O:45])=[CH:42][N:41]=[CH:40][CH:39]=1.C([O-])(=O)C.[NH4+]>>[Cl:8][C:9]1[CH:10]=[C:11]2[C:19](=[C:20]([NH:22][C:23]([C@@H:25]3[CH2:30][O:29][C:28]([CH3:31])([CH3:32])[CH2:27][N:26]3[CH2:33][C@@H:34]([NH:36][C:44]([C:43]3[CH:42]=[N:41][CH:40]=[CH:39][C:38]=3[CH3:37])=[O:45])[CH3:35])=[O:24])[CH:21]=1)[NH:18][C:17]1[CH:16]=[N:15][CH:14]=[CH:13][C:12]2=1 |f:0.1,3.4|. Reported procedure: The desired compound was prepared according to Method E from (S)-4-((S)-2-Amino-propyl)-6,6-dimethyl-morpholine-3-carboxylic acid (6-chloro-9H-beta-carbolin-8-yl)-amide trifluoroacetate salt and 4-methyl-nicotinic acid in 79% yield. 1H-NMR (300 MHz, DMSO-d6): δ 1.21 (s,3H), 1.22 (d,3H), 1.36 (s,3H), 2.10 (d,1H), 2.40 (m,1H), 2.62 (m,1H), 2.99 (d,1H), 3.22 (m,1H), 3.94 (m,2H), 4.23 (m,1H), 7.26 (d,1H), 7.90 (s,1H), 8.16 (d,1H), 8.23 (s,1H), 8.34-8.46 (m,3H), 9.02 (s,1H), 10.04 (s,1H), 11.27 (s,1H... The reactants are CC1(C=2C=CC(=CC2C(CC1)(C)C)[Se]C#CC1=CC=C(C(=O)O)C=C1)C (4-(5,5,8,8-Tetramethyl-5,6,7,8-tetrahydro-2-naphthylselanylethynyl)benzoic acid), ON1N=NC2=C1C=CC=C2 (1-hydroxybenzotriazole), CN(CCCN=C=NCC)C (1-(3-dimethylaminopropyl)-3-ethylcarbodiimide), NC1=CC=C(C=C1)O (4-aminophenol). Run in C1CCOC1 (THF), C(C)(=O)OCC (ethyl acetate), O (Water). The product is OC1=CC=C(C=C1)NC(C1=CC=C(C=C1)C#C[Se]C1=CC=2C(CCC(C2C=C1)(C)C)(C)C)=O (N-(4-hydroxyphenyl)-4-(5,5,8,8-tetramethyl-5,6,7,8-tetrahydro-2-naphthylselanylethynyl)benzamide). The yield is 63.2%. Reaction SMILES: [CH3:1][C:2]1([CH3:26])[CH2:11][CH2:10][C:9]([CH3:13])([CH3:12])[C:8]2[CH:7]=[C:6]([Se:14][C:15]#[C:16][C:17]3[CH:25]=[CH:24][C:20]([C:21]([OH:23])=O)=[CH:19][CH:18]=3)[CH:5]=[CH:4][C:3]1=2.ON1C2C=CC=CC=2N=N1.CN(C)CCCN=C=NCC.[NH2:48][C:49]1[CH:54]=[CH:53][C:52]([OH:55])=[CH:51][CH:50]=1>C1COCC1.C(OCC)(=O)C.O>[OH:55][C:52]1[CH:53]=[CH:54][C:49]([NH:48][C:21](=[O:23])[C:20]2[CH:19]=[CH:18][C:17]([C:16]#[C:15][Se:14][C:6]3[CH:5]=[CH:4][C:3]4[C:2]([CH3:1])([CH3:26])[CH2:11][CH2:10][C:9]([CH3:12])([CH3:13])[C:8]=4[CH:7]=3)=[CH:25][CH:24]=2)=[CH:50][CH:51]=1. Procedure details: A solution of 250 mg (0.63 mmol) of 4-(5,5,8,8-tetramethyl-5,6,7,8-tetrahydro-2-naphthylselanylethynyl)benzoic acid obtained in Example 5, 169 mg (1.25 mmol) of 1-hydroxybenzotriazole, 240 mg (1.25 mmol) of 1-(3-dimethylaminopropyl)-3-ethylcarbodiimide (EDC) and 82 mg (0.75 mmol) of 4-aminophenol in 20 ml of THF is stirred at room temperature for 15 h. Water and ethyl acetate are then added. After stirring and separation of the phases by settling, the aqueous phase is extracted with ethyl acetat... Reactants: imine, FC=1C(=C(C=CC1)C(CC(C=O)(C(F)(F)F)O)(C)C)OC (4-(3-fluoro-2-methoxyphenyl)-2-hydroxy-4-methyl-2-(trifluoromethyl)-pentanal), NC1=C2C=NNC(C2=CC=C1)=O (5-amino-phthalazin-1-one), imine. The reagents and catalysts are [Ti](Cl)(Cl)(Cl)Cl (titanium tetrachloride). Product: FC=1C(=C2C(CC(C(C2=CC1)NC1=C2C=NNC(C2=CC=C1)=O)(C(F)(F)F)O)(C)C)OC (5-{[6-Fluoro-2-hydroxy-4,4-dimethyl-5-methoxy-2-(trifluoromethyl)-1,2,3,4-tetrahydronaphthalen-1-yl]amino}-phthalazin-1(2H)-one). The yield is 12.3%. As a reaction SMILES: [F:1][C:2]1[C:3]([O:20][CH3:21])=[C:4]([C:8]([CH3:19])([CH3:18])[CH2:9][C:10]([OH:17])([C:13]([F:16])([F:15])[F:14])[CH:11]=O)[CH:5]=[CH:6][CH:7]=1.[NH2:22][C:23]1[CH:32]=[CH:31][CH:30]=[C:29]2[C:24]=1[CH:25]=[N:26][NH:27][C:28]2=[O:33]>[Ti](Cl)(Cl)(Cl)Cl>[F:1][C:2]1[C:3]([O:20][CH3:21])=[C:4]2[C:5](=[CH:6][CH:7]=1)[CH:11]([NH:22][C:23]1[CH:32]=[CH:31][CH:30]=[C:29]3[C:24]=1[CH:25]=[N:26][NH:27][C:28]3=[O:33])[C:10]([OH:17])([C:13]([F:14])([F:15])[F:16])[CH2:9][C:8]2([CH3:19])[CH3:18]. Reported procedure: Analogously to Example 10, the corresponding imine is produced starting from 200 mg of 4-(3-fluoro-2-methoxyphenyl)-2-hydroxy-4-methyl-2-(trifluoromethyl)-pentanal and 105 mg of 5-amino-phthalazin-1-one. As in Example 3, 50 mg of imine is reacted by reaction with 0.22 ml of titanium tetrachloride, and 36 mg of the title compound is obtained. Reactants: COC(=O)COc1cccc(N(Cc2nc(-c3ccccc3)c(-c3ccccc3)o2)C(C)=O)c1, CO, [Li+], [OH-], O. Product: CC(=O)N(Cc1nc(-c2ccccc2)c(-c2ccccc2)o1)c1cccc(OCC(=O)O)c1. Reaction SMILES: [C:1]([CH3:2])(=[O:3])[N:4]([c:5]1[cH:6][c:7]([O:8][CH2:9][C:10](=[O:11])[O:12][CH3:13])[cH:14][cH:15][cH:16]1)[CH2:17][c:18]1[o:19][c:20](-[c:29]2[cH:30][cH:31][cH:32][cH:33][cH:34]2)[c:21](-[c:23]2[cH:24][cH:25][cH:26][cH:27][cH:28]2)[n:22]1.[CH3:38][OH:39].[Li+:36].[OH-:35].[OH2:37]>>[C:1]([CH3:2])(=[O:3])[N:4]([c:5]1[cH:6][c:7]([O:8][CH2:9][C:10](=[O:11])[OH:12])[cH:14][cH:15][cH:16]1)[CH2:17][c:18]1[o:19][c:20](-[c:29]2[cH:30][cH:31][cH:32][cH:33][cH:34]2)[c:21](-[c:23]2[cH:24][cH:25][cH:26][cH:27][cH:28]2)[n:22]1. The reactants are C(C1=CC=CC=C1)OC([C@@H](N)CC1=CC=C(C=C1)O)=O (tyrosine benzyl ester), trifluoromethyl sufonyl, N[C@@H](CC1=CC=C(C=C1)O)C(=O)O (tyrosine), C(=C)[Sn](CCCC)(CCCC)CCCC (vinyltributyltin), [Cl-].[Li+] (lithium chloride), Compound 113, N[C@@H](CCSC)C(=O)C(=O)CN1C(C(N=C(C2=C1C=CC=C2)C2=CC=CC=C2)NC([C@@H](NC(C)=O)CC2=CC=C(C=C2)OP(=O)(O)O)=O)=O (1,3-Dihydro-1-[(L-methionyl)-carbonylmethyl)-5-phenyl-3(R,S)-{[(N-acetyl)-phosphono-L-tyrosyl]amino}-2H-1,4-benzodiazepin-2-one), C(C)(=O)OC(C)=O (acetic anhydride), C1(=CC=CC=C1)N(S(=O)(=O)C(F)(F)F)S(=O)(=O)C(F)(F)F (phenyl bis[(trifluoromethyl)sulfonyl]amine). The reagents and catalysts are Cl[Pd]([P](C1=CC=CC=C1)(C2=CC=CC=C2)C3=CC=CC=C3)([P](C4=CC=CC=C4)(C5=CC=CC=C5)C6=CC=CC=C6)Cl (bis(triphenylphosphine)palladium dichloride). Yields the product C(=C)C1=CC=C(C[C@H](N)C(=O)O)C=C1 (4-ethenylphenylalanine). Reaction SMILES: C([O:8][C:9](=[O:20])[C@H:10]([CH2:12][C:13]1[CH:18]=[CH:17][C:16](O)=[CH:15][CH:14]=1)[NH2:11])C1C=CC=CC=1.N[C@H:22](C(C(CN1C2C=CC=CC=2C(C2C=CC=CC=2)=NC(NC(=O)[C@H](CC2C=CC(OP(O)(O)=O)=CC=2)NC(=O)C)C1=O)=O)=O)[CH2:23]CSC.C(OC(=O)C)(=O)C.N[C@H](C(O)=O)CC1C=CC(O)=CC=1.C1(N(S(C(F)(F)F)(=O)=O)S(C(F)(F)F)(=O)=O)C=CC=CC=1.C([Sn](CCCC)(CCCC)CCCC)=C.[Cl-].[Li+]>Cl[Pd](Cl)([P](C1C=CC=CC=1)(C1C=CC=CC=1)C1C=CC=CC=1)[P](C1C=CC=CC=1)(C1C=CC=CC=1)C1C=CC=CC=1>[CH:22]([C:16]1[CH:15]=[CH:14][C:13]([CH2:12][C@@H:10]([C:9]([OH:8])=[O:20])[NH2:11])=[CH:18][CH:17]=1)=[CH2:23] |f:6.7,^1:130,149|. Reported procedure: As illustrated by FIG. 5H, tyrosine benzyl ester 111 can be converted to N-acetyltyrosine benzyl ester (2) using acetic anhydride, with the hydroxy group of the tyrosine being transformed into the trifluoromethyl sufonyl derivative 113 by using phenyl bis[(trifluoromethyl)sulfonyl]amine. Compound 113 this can be coupled to vinyltributyltin in the presence of bis(triphenylphosphine)palladium dichloride and lithium chloride to give the 4-ethenylphenylalanine derivative 114. This product, on reflux... Starting materials: [NH4+].[OH-] (NH4OH), C1(CCCCC1)OCC(=O)Cl (2-(cyclohexyloxy)acetyl chloride). Solvent: C(Cl)Cl (DCM). Run at time 5 minute. Yields the product C1(CCCCC1)OCC(=O)N (2-(cyclohexyloxy)acetamide). The yield is 56.0%. RXN SMILES: [NH4+:1].[OH-].[CH:3]1([O:9][CH2:10][C:11](Cl)=[O:12])[CH2:8][CH2:7][CH2:6][CH2:5][CH2:4]1>C(Cl)Cl>[CH:3]1([O:9][CH2:10][C:11]([NH2:1])=[O:12])[CH2:8][CH2:7][CH2:6][CH2:5][CH2:4]1 |f:0.1|. Procedure details: To 15 mL of NH4OH (25-28%) was added a solution of 2-(cyclohexyloxy)acetyl chloride (1.01 g, 5.72 mmol) in DCM (2 mL) in an ice bath and the mixture was stirred at rt for 5 min and extracted with DCM (20 mL×3). The combined organic layers were washed with brine (20 mL×2), dried over anhydrous Na2SO4 and concentrated in vacuo to give the title compound as a white solid (0.5 g, 56%).